From a dataset of the Open Reaction Database (ORD), a public repository of structured organic reaction records. describe an organic reaction: reactants, conditions, products, and yield Reactants: Cc1ccccc1, CC1(C)CC1C(N)=O, N#N, CCCC(=O)C(=O)O, O. Product: CCC=C(NC(=O)C1CC1(C)C)C(=O)O. Reaction SMILES: [CH3:20][c:21]1[cH:22][cH:23][cH:24][cH:25][cH:26]1.[CH3:9][C:10]1([CH3:16])[CH:11]([C:13](=[O:14])[NH2:15])[CH2:12]1.[N:18]#[N:19].[O:1]=[C:2]([C:3](=[O:4])[OH:5])[CH2:6][CH2:7][CH3:8].[OH2:17]>>[C:2]([C:3](=[O:4])[OH:5])(=[CH:6][CH2:7][CH3:8])[NH:15][C:13]([CH:11]1[C:10]([CH3:9])([CH3:16])[CH2:12]1)=[O:14]. The reactants are ClC=1C=C(C=CC1Cl)NC(C(C(F)(F)F)(C)O)=O (N-(3,4-dichlorophenyl)-3,3,3-trifluoro-2-hydroxy-2-methylpropionamide), ClC(=O)OCC (ethyl chloroformate), ice, [H-].[Na+] (sodium hydride). Solvent: C1CCOC1 (THF), [Na].C(C1=CC=CC=C1)(=O)C1=CC=CC=C1 (sodium benzophenone), C1CCOC1 (THF). Run at time 30 minute. Product: ClC=1C=C(C=CC1Cl)N1C(OC(C1=O)(C(F)(F)F)C)=O (3-(3,4-dichlorophenyl)-5-methyl-5-(trifluoromethyl)oxazolidine-2,4-dione). The yield is 38.4%. As a reaction SMILES: [Cl:1][C:2]1[CH:3]=[C:4]([NH:9][C:10](=[O:18])[C:11]([OH:17])([CH3:16])[C:12]([F:15])([F:14])[F:13])[CH:5]=[CH:6][C:7]=1[Cl:8].[H-].[Na+].Cl[C:22](OCC)=[O:23]>C1COCC1.[Na].C(C1C=CC=CC=1)(=O)C1C=CC=CC=1>[Cl:1][C:2]1[CH:3]=[C:4]([N:9]2[C:10](=[O:18])[C:11]([CH3:16])([C:12]([F:14])([F:15])[F:13])[O:17][C:22]2=[O:23])[CH:5]=[CH:6][C:7]=1[Cl:8] |f:1.2,5.6,^1:31|. Reported procedure: 3 g of N-(3,4-dichlorophenyl)-3,3,3-trifluoro-2-hydroxy-2-methylpropionamide were dissolved in 50 ml of THF distilled beforehand over sodium/benzophenone. 1 g of sodium hydride (NaH), at 60% in oil, was added. The reaction mixture was stirred for 30 min and then cooled to 0-5°. 2.3 g of ethyl chloroformate, in solution in 10 ml of THF, were added without exceeding 5° C. After maintaining overnight at room temperature, the reaction mixture was poured onto 100 ml of ice-cold water and then extract... RXN SMILES: [NH2:1][C:2]1[C:10]2[CH2:9][CH2:8][N:7]([C:11]3[CH:16]=[CH:15][C:14]([N:17]([CH3:19])[CH3:18])=[CH:13][CH:12]=3)[C:6](=[O:20])[C:5]=2[NH:4][N:3]=1.[C:21](=[O:24])([O-])[O-].[K+].[K+].ClC[CH2:29][C:30]([N:32]1[CH2:37][CH2:36][N:35]([C:38]2[CH:43]=[CH:42][CH:41]=[CH:40][CH:39]=2)[CH2:34][CH2:33]1)=O>>[NH2:1][C:2]1[C:10]2[CH2:9][CH2:8][N:7]([C:11]3[CH:16]=[CH:15][C:14]([N:17]([CH3:18])[CH3:19])=[CH:13][CH:12]=3)[C:6](=[O:20])[C:5]=2[N:4]([C:21](=[O:24])[CH2:29][CH2:30][N:32]2[CH2:37][CH2:36][N:35]([C:38]3[CH:43]=[CH:42][CH:41]=[CH:40][CH:39]=3)[CH2:34][CH2:33]2)[N:3]=1 |f:1.2.3|. Procedure details: A target compound (15.4 mg, 0.031 mmol, 7.8%) was yielded as solid in the same manner as Example 1 by reacting 3-amino-6-N-(4-(dimethylamino)phenyl)-5,6-dihydro-1H-pyrazolo[3,4-c]pyridin-7(4H)-one (110 mg, 0.405 mmol) with potassium carbonate (83.9 mg, 0.607 mmol) and 3-chloro-1-(4-phenylpiperazin-1-yl)propan-1-one (112.4 mg, 0.445 mmol). The product is NC1=NN(C=2C(N(CCC21)C2=CC=C(C=C2)N(C)C)=O)C(CCN2CCN(CC2)C2=CC=CC=C2)=O (3-amino-1-{(4-phenylpiperazin-1-yl)propanoyl}-6-N-{p-(dimethylamino)phenyl}-4,5,6,7-tetrahydro-1H-pyrazolo[3,4-c]pyridin-7-one). The reactants are NC1=NNC=2C(N(CCC21)C2=CC=C(C=C2)N(C)C)=O (3-amino-6-N-(4-(dimethylamino)phenyl)-5,6-dihydro-1H-pyrazolo[3,4-c]pyridin-7(4H)-one), C([O-])([O-])=O.[K+].[K+] (potassium carbonate), ClCCC(=O)N1CCN(CC1)C1=CC=CC=C1 (3-chloro-1-(4-phenylpiperazin-1-yl)propan-1-one).